This data is from the Open Reaction Database (ORD), a public repository of structured organic reaction records. The task is: describe an organic reaction: reactants, conditions, products, and yield The reactants are C(C)OC(\C=C(/C)\C1=CC=C(C=C1)C1=CC=C(C=C1)\C(=C\COC[Si](C)(C)C(C)(C)C)\C)=O ((E)(E) 3-(4′-{3-[(tert-butyldimethylsilanyl)-methoxy]-1-methylpropenyl}-biphenyl-4-yl)-but-2-enoic acid ethyl ester), solution, Cl (HCl), CC(C)C[AlH]CC(C)C (DIBAL-H), C1(=CC=CC=C1)C (toluene). Solvent: C1CCOC1 (THF), C(C)O (Ethanol). Reaction conditions: time 30 minute. The product is [Si](C)(C)(C(C)(C)C)COC/C=C(\C)/C1=CC=C(C=C1)C1=CC=C(C=C1)/C(=C/CO)/C ((E)(E) 3-(4′-{3-[(tert-butyldimethylsilanyl)-methoxy]-1-methylpropenyl}-biphenyl-4-yl)-but-2-en-1-ol). Isolated yield 99.3%. RXN SMILES: CC(C[AlH]CC(C)C)C.C1(C)C=CC=CC=1.C([O:19][C:20](=O)/[CH:21]=[C:22](/[C:24]1[CH:29]=[CH:28][C:27]([C:30]2[CH:35]=[CH:34][C:33](/[C:36](/[CH3:48])=[CH:37]/[CH2:38][O:39][CH2:40][Si:41]([C:44]([CH3:47])([CH3:46])[CH3:45])([CH3:43])[CH3:42])=[CH:32][CH:31]=2)=[CH:26][CH:25]=1)\[CH3:23])C.Cl>C1COCC1.C(O)C>[Si:41]([CH2:40][O:39][CH2:38]/[CH:37]=[C:36](/[C:33]1[CH:32]=[CH:31][C:30]([C:27]2[CH:28]=[CH:29][C:24](/[C:22](/[CH3:23])=[CH:21]/[CH2:20][OH:19])=[CH:25][CH:26]=2)=[CH:35][CH:34]=1)\[CH3:48])([C:44]([CH3:47])([CH3:46])[CH3:45])([CH3:43])[CH3:42]. Reported procedure: A 1M solution of DIBAL-H in toluene (7.3 mL, 7.3 mmol) was, under a atmosphere of nitrogen, added dropwise at −70° C. over 20 min. to a stirred solution of (E)(E) 3-(4′-{3-[(tert-butyldimethylsilanyl)-methoxy]-1-methylpropenyl}-biphenyl-4-yl)-but-2-enoic acid ethyl ester (1.13 g, 2.43 mmol) in dry THF (25 mL). The mixture was stirred for 30 min. followed by 2 h at room temperature. Ethanol (1 mL) was carefully added, followed by 1N HCl (50 mL) and the resulting mixture extracted with ethyl aceta... Starting materials: Cc1ccccc1, O=Cc1ccccc1C=C(Cl)Cl, CC(C)C(C(=O)Cl)c1ccc(Cl)cc1. Product: CC(C)C(C(=O)OCc1ccccc1C=C(Cl)Cl)c1ccc(Cl)cc1. Reaction SMILES: [CH3:27][c:28]1[cH:29][cH:30][cH:31][cH:32][cH:33]1.[Cl:15][C:16](=[CH:17][c:18]1[c:19]([CH:20]=[O:21])[cH:22][cH:23][cH:24][cH:25]1)[Cl:26].[Cl:1][c:2]1[cH:3][cH:4][c:5]([CH:8]([C:9](=[O:10])[Cl:11])[CH:12]([CH3:13])[CH3:14])[cH:6][cH:7]1>>[Cl:1][c:2]1[cH:3][cH:4][c:5]([CH:8]([C:9](=[O:10])[O:21][CH2:20][c:19]2[c:18]([CH:17]=[C:16]([Cl:15])[Cl:26])[cH:25][cH:24][cH:23][cH:22]2)[CH:12]([CH3:13])[CH3:14])[cH:6][cH:7]1. Starting materials: Cl.C(CCC)C=1N(C(=CN1)\C=C\1/N(C(N(C1=O)COC)=O)CCCC)CC1=CC=C(C(=O)OC)C=C1 (methyl Z-4-[[2-butyl-5-[[3-butyl-1-(methoxymethyl)-2,5-dioxo-4-imidazolidinylidene]methyl]-1H-imidazol-1-yl]methyl]benzoate monohydrochlorde), Cl (HCl), CO (methanol), [OH-].[Na+] (NaOH). Run in C1CCOC1 (THF). Run at time 1.5 hour. Product: C(CCC)C=1N(C(=CN1)\C=C(\C(=O)O)/N(C(=O)NCOC)CCCC)CC1=CC=C(C(=O)OC)C=C1 (Methyl Z-4-[[2-butyl-5[2-[butyl[[(methoxymethyl)amino]carbonyl]amino]-2-carboxyethenyl]-1H-imidazol-yl]methyl]benzoate). As a reaction SMILES: Cl.[CH2:2]([C:6]1[N:7]([CH2:26][C:27]2[CH:36]=[CH:35][C:30]([C:31]([O:33][CH3:34])=[O:32])=[CH:29][CH:28]=2)[C:8](/[CH:11]=[C:12]2\[N:13]([CH2:22][CH2:23][CH2:24][CH3:25])[C:14](=[O:21])[N:15]([CH2:18][O:19][CH3:20])[C:16]\2=[O:17])=[CH:9][N:10]=1)[CH2:3][CH2:4][CH3:5].[OH-:37].[Na+].CO.Cl>C1COCC1>[CH2:2]([C:6]1[N:7]([CH2:26][C:27]2[CH:28]=[CH:29][C:30]([C:31]([O:33][CH3:34])=[O:32])=[CH:35][CH:36]=2)[C:8](/[CH:11]=[C:12](\[N:13]([CH2:22][CH2:23][CH2:24][CH3:25])[C:14]([NH:15][CH2:18][O:19][CH3:20])=[O:21])/[C:16]([OH:17])=[O:37])=[CH:9][N:10]=1)[CH2:3][CH2:4][CH3:5] |f:0.1,2.3|. Reported procedure: To a solution of methyl Z-4-[[2-butyl-5-[[3-butyl-1-(methoxymethyl)-2,5-dioxo-4-imidazolidinylidene]methyl]-1H-imidazol-1-yl]methyl]benzoate monohydrochlorde. (0.100 g, 0.193 mmol) in THF was added 1N NaOH (0.22 mL, 0.22 mmol) and then methanol (2 mL). The yellow solution was stirred for 1.5 hours and then 1N HCl (0.22 mL, 0.22 mmol) was added. The reaction mixture was evaporated in vacuo to a white solid. This solid was dissolved in ethyl acetate and water. The organic layer was dried briefly o... The reactants are C(C)OC(C(=CCC(C)C)C#N)=O (2-cyano-5-methylhex-2-enoic acid ethyl ester), C(CC(=O)OCC)(=O)OCC (diethyl malonate). Product: C(C(C)C)C(CC(=O)O)CC(=O)O (3-isobutylglutaric acid). Reaction SMILES: C([O:3][C:4](=[O:13])[C:5](C#N)=[CH:6][CH2:7][CH:8]([CH3:10])[CH3:9])C.C(OCC)(=O)[CH2:15][C:16]([O:18]CC)=[O:17]>>[CH2:7]([CH:6]([CH2:5][C:4]([OH:3])=[O:13])[CH2:15][C:16]([OH:18])=[O:17])[CH:8]([CH3:9])[CH3:10]. Reported procedure: Reacting the 2-cyano-5-methylhex-2-enoic acid ethyl ester with diethyl malonate to form 3-isobutylglutaric acid; The reactants are C1CS1, [Cl-], N, [NH4+], [Na], O=[N+]([O-])[O-], OCCCc1ccncc1. Yields the product OCCC(CCS)c1ccncc1. Reaction SMILES: [CH2:16]1[CH2:17][S:18]1.[Cl-:19].[NH3:21].[NH4+:20].[Na:5].[O-:1][N+:2](=[O:3])[O-:4].[n:6]1[cH:7][cH:8][c:9]([CH2:12][CH2:13][CH2:14][OH:15])[cH:10][cH:11]1>>[n:6]1[cH:7][cH:8][c:9]([CH:12]([CH2:13][CH2:14][OH:15])[CH2:16][CH2:17][SH:18])[cH:10][cH:11]1. The reactants are NC1=C(N=CN1[C@H]1[C@H]([C@H](OC(C2=CC=CC=C2)=O)[C@H](O1)COC(C1=CC=CC=C1)=O)F)C(CCl)=O (5-amino-1-(3,5-di-O-benzoyl-2-deoxy-2-fluoro-β-D-arabinofuranosyl)-4-chloroacetylimidazole), [N-]=[N+]=[N-].[Na+] (sodium azide), resultant mixture, NC1=C(N=CN1[C@H]1[C@H]([C@H](OC(C2=CC=CC=C2)=O)[C@H](O1)COC(C1=CC=CC=C1)=O)F)C(CCl)=O (5-amino-1-(3,5-di-O-benzoyl-2-deoxy-2-fluoro-β-D-arabinofuranosyl)-4-chloroacetylimidazole). Solvent: CN(C=O)C (N,N-dimethylformamide). The product is NC1=C(N=CN1[C@H]1[C@H]([C@H](OC(C2=CC=CC=C2)=O)[C@H](O1)COC(C1=CC=CC=C1)=O)F)C(CN=[N+]=[N-])=O (5-amino-4-azidoacetyl-1-(3,5-di-O-benzoyl-2-deoxy-2-fluoro-β-D-arabinofuranosyl)imidazole). Isolated yield 94.0%. RXN SMILES: [NH2:1][C:2]1[N:6]([C@@H:7]2[O:20][C@H:19]([CH2:21][O:22][C:23](=[O:30])[C:24]3[CH:29]=[CH:28][CH:27]=[CH:26][CH:25]=3)[C@@H:9]([O:10][C:11](=[O:18])[C:12]3[CH:17]=[CH:16][CH:15]=[CH:14][CH:13]=3)[C@@H:8]2[F:31])[CH:5]=[N:4][C:3]=1[C:32](=[O:35])[CH2:33]Cl.[N-:36]=[N+:37]=[N-:38].[Na+]>CN(C)C=O>[NH2:1][C:2]1[N:6]([C@@H:7]2[O:20][C@H:19]([CH2:21][O:22][C:23](=[O:30])[C:24]3[CH:29]=[CH:28][CH:27]=[CH:26][CH:25]=3)[C@@H:9]([O:10][C:11](=[O:18])[C:12]3[CH:17]=[CH:16][CH:15]=[CH:14][CH:13]=3)[C@@H:8]2[F:31])[CH:5]=[N:4][C:3]=1[C:32](=[O:35])[CH2:33][N:36]=[N+:37]=[N-:38] |f:1.2|. Reported procedure: Compound (16) obtained in step (7) above (185 mg) was dissolved in N,N-dimethylformamide (3.7 ml), to which was then added sodium azide (37 mg), and the resultant mixture was stirred at room temperature for 1 hour to effect the desired reaction in order to convert the chloro group of compound (16) into azido group and thus to produce the titled compound (17). The reaction solution was concentrated and the residue obtained was extracted with ethyl acetate. The extract was washed with water and dr...